This data is from the Open Reaction Database (ORD), a public repository of structured organic reaction records. The task is: describe an organic reaction: reactants, conditions, products, and yield The reactants are C([O-])([O-])=O.[Cs+].[Cs+] (cesium carbonate), COC1=CC=C(CCl)C=C1 (p-methoxybenzyl chloride), BrC=1C=C(C=CC1)C1=NNC=C1C1=CC=NC=C1 (4-[3-(3-bromophenyl)-1H-pyrazol-4-yl]pyridine). Solvent: CN(C=O)C (dimethylformamide). Run at temperature 70 celsius, time 2 hour. Product: BrC=1C=C(C=CC1)C1=NN(C=C1C1=CC=NC=C1)CC1=CC=C(C=C1)OC (4-[3-(3-bromophenyl)-1-(4-methoxybenzyl)-1H-pyrazol-4-yl]pyridine). Yield: 47.6%. As a reaction SMILES: [Br:1][C:2]1[CH:3]=[C:4]([C:8]2[C:12]([C:13]3[CH:18]=[CH:17][N:16]=[CH:15][CH:14]=3)=[CH:11][NH:10][N:9]=2)[CH:5]=[CH:6][CH:7]=1.C(=O)([O-])[O-].[Cs+].[Cs+].[CH3:25][O:26][C:27]1[CH:34]=[CH:33][C:30]([CH2:31]Cl)=[CH:29][CH:28]=1>CN(C)C=O>[Br:1][C:2]1[CH:3]=[C:4]([C:8]2[C:12]([C:13]3[CH:18]=[CH:17][N:16]=[CH:15][CH:14]=3)=[CH:11][N:10]([CH2:31][C:30]3[CH:33]=[CH:34][C:27]([O:26][CH3:25])=[CH:28][CH:29]=3)[N:9]=2)[CH:5]=[CH:6][CH:7]=1 |f:1.2.3|. Reported procedure: 3 g (0.01 mol) of 4-[3-(3-bromophenyl)-1H-pyrazol-4-yl]pyridine were dissolved in 50 ml of dry dimethylformamide and 3.9 g (0.012 mol) of cesium carbonate and 1.6 ml (0.012 mol) of p-methoxybenzyl chloride were added. The mixture was stirred at 70° C. for 2 hours and the solvent removed in vacuo. The residue was taken up with dichoromethane and washed with water. The organic phase was dried over Na2SO4 and evaporated. Purification by column chromatography (dichloromethane-acetone 95/5) afforded ...